From a dataset of the Open Reaction Database (ORD), a public repository of structured organic reaction records. describe an organic reaction: reactants, conditions, products, and yield The reactants are C1(CCCC1)NC1=CC=CC=2N1N=C(C2C2=NC(=NC=C2)NC2=CC(=CC=C2)[N+](=O)[O-])C2=CC=C(C=C2)OC (N-cyclopentyl-2-(4-methoxyphenyl)-3-[2-(3-nitroanilino)-4-pyrimidinyl]pyrazolo[1,5-a]pyridin-7-amine), O.O.[Sn](Cl)Cl (tin(II)chloride dihydrate), CCOCC (ether), C([O-])(O)=O.[Na+] (sodium bicarbonate). Solvent: C(C)O (ethanol). Reaction conditions: temperature 75 celsius. Yields the product C1(CCCC1)NC1=CC=CC=2N1N=C(C2C2=NC(=NC=C2)NC=2C=C(C=CC2)N)C2=CC=C(C=C2)OC (N′-{4-[7-(Cyclopentylamino)-2-(4-methoxyphenyl)pyrazolo[1,5-a]pyridin-3-yl]-2-pyrimidinyl}-1,3-benzenediamine). Reaction SMILES: [CH:1]1([NH:6][C:7]2[N:12]3[N:13]=[C:14]([C:32]4[CH:37]=[CH:36][C:35]([O:38][CH3:39])=[CH:34][CH:33]=4)[C:15]([C:16]4[CH:21]=[CH:20][N:19]=[C:18]([NH:22][C:23]5[CH:28]=[CH:27][CH:26]=[C:25]([N+:29]([O-])=O)[CH:24]=5)[N:17]=4)=[C:11]3[CH:10]=[CH:9][CH:8]=2)[CH2:5][CH2:4][CH2:3][CH2:2]1.O.O.[Sn](Cl)Cl.C(=O)(O)[O-].[Na+].CCOCC>C(O)C>[CH:1]1([NH:6][C:7]2[N:12]3[N:13]=[C:14]([C:32]4[CH:33]=[CH:34][C:35]([O:38][CH3:39])=[CH:36][CH:37]=4)[C:15]([C:16]4[CH:21]=[CH:20][N:19]=[C:18]([NH:22][C:23]5[CH:24]=[C:25]([NH2:29])[CH:26]=[CH:27][CH:28]=5)[N:17]=4)=[C:11]3[CH:10]=[CH:9][CH:8]=2)[CH2:5][CH2:4][CH2:3][CH2:2]1 |f:1.2.3,4.5|. Reported procedure: To a solution of N-cyclopentyl-2-(4-methoxyphenyl)-3-[2-(3-nitroanilino)-4-pyrimidinyl]pyrazolo[1,5-a]pyridin-7-amine (167 mg, 0.32 mmol) in ethanol (10 mL) was added tin(II)chloride dihydrate (304 mg, 1.60 mmol). The mixture was heated to 75° C. for 8 hours and then cooled to room temperature. Saturated aqueous sodium bicarbonate was added followed by ether. The organic layer was washed with brine. The aqueous layer was extracted with ethyl acetate and the combined organics were dried over magn...